This data is from the Open Reaction Database (ORD), a public repository of structured organic reaction records. The task is: describe an organic reaction: reactants, conditions, products, and yield Reactants: NC=1C=CC(=C(C1)C1=NN2C(C(N1)=O)=C(N=C2C2CCCC2)C)OCCC (2-(5-Amino-2-propoxyphenyl)-5-methyl-7-cyclopentyl-3H-imidazo[5,1-f][1,2,4]-triazin-4-one), FC1=CC=C(C=C1)S(=O)(=O)N=C=O (4-fluorobenzenesulfonyl isocyanate). Run in O1CCCC1 (tetrahydrofuran). Product: C1(CCCC1)C1=NC(=C2C(NC(=NN21)C=2C=C(C=CC2OCCC)NC(=O)NS(=O)(=O)C2=CC=C(C=C2)F)=O)C (1-{3-(7-Cyclopentyl-5-methyl-4-oxo-3,4-dihydroimidazo[5,1-f][1,2,4]-triazin-2-yl)-4-propoxyphenyl}-3-(4-fluorophenylsulfonyl)-urea). RXN SMILES: [NH2:1][C:2]1[CH:3]=[CH:4][C:5]([O:24][CH2:25][CH2:26][CH3:27])=[C:6]([C:8]2[NH:13][C:12](=[O:14])[C:11]3=[C:15]([CH3:23])[N:16]=[C:17]([CH:18]4[CH2:22][CH2:21][CH2:20][CH2:19]4)[N:10]3[N:9]=2)[CH:7]=1.[F:28][C:29]1[CH:34]=[CH:33][C:32]([S:35]([N:38]=[C:39]=[O:40])(=[O:37])=[O:36])=[CH:31][CH:30]=1>O1CCCC1>[CH:18]1([C:17]2[N:10]3[C:11]([C:12](=[O:14])[NH:13][C:8]([C:6]4[CH:7]=[C:2]([NH:1][C:39]([NH:38][S:35]([C:32]5[CH:33]=[CH:34][C:29]([F:28])=[CH:30][CH:31]=5)(=[O:36])=[O:37])=[O:40])[CH:3]=[CH:4][C:5]=4[O:24][CH2:25][CH2:26][CH3:27])=[N:9]3)=[C:15]([CH3:23])[N:16]=2)[CH2:22][CH2:21][CH2:20][CH2:19]1. Reported procedure: The preparation is carried out analogously to the procedure of example 54 using 150 mg (0.408 mmol) of the amino compound from example 44A and 411 mg (2.04 mmol) of 4-fluorobenzenesulfonyl isocyanate in 12 ml of tetrahydrofuran, which are reacted overnight. The reactants are BrCc1ccccc1, CO, [K+], [K+], O=C([O-])[O-], COc1ccc(C=O)cc1O. Yields the product COc1ccc(C=O)cc1OCc1ccccc1. RXN SMILES: [Br:7][CH2:8][c:9]1[cH:10][cH:11][cH:12][cH:13][cH:14]1.[CH3:26][OH:27].[K+:1].[K+:2].[O-:3][C:4]([O-:5])=[O:6].[OH:15][c:16]1[cH:17][c:18]([CH:19]=[O:20])[cH:21][cH:22][c:23]1[O:24][CH3:25]>>[CH2:8]([c:9]1[cH:10][cH:11][cH:12][cH:13][cH:14]1)[O:15][c:16]1[cH:17][c:18]([CH:19]=[O:20])[cH:21][cH:22][c:23]1[O:24][CH3:25]. The reactants are C(CC)[Mg]Br (propyl magnesium bromide), C(=O)(O)C=1C=CC(=NC1)C#N (5-carboxy-2-cyano-pyridine), O (water), OS(=O)(=O)O (H2SO4). The solvent is CCOCC (ether), O1CCCC1 (tetrahydrofuran). The product is C(=O)(O)C=1C=CC(=NC1)C(CCC)=O (1-(5-Carboxy-2-pyridinyl)-1-butanone). Reaction SMILES: [CH2:1]([Mg]Br)[CH2:2][CH3:3].[C:6]([C:9]1[CH:10]=[CH:11][C:12]([C:15]#N)=[N:13][CH:14]=1)([OH:8])=[O:7].O.[OH:18]S(O)(=O)=O>CCOCC.O1CCCC1>[C:6]([C:9]1[CH:10]=[CH:11][C:12]([C:15](=[O:18])[CH2:1][CH2:2][CH3:3])=[N:13][CH:14]=1)([OH:8])=[O:7]. Procedure details: To a stirred solution of propyl magnesium bromide (67.5 mmol) in 80 ml of ether, 5-carboxy-2-cyano-pyridine (30.7 mmol), dissolved in 100 ml of tetrahydrofuran, is added dropwise. The mixture is refluxed for 20 h. After cooling, 10 ml of water and 5 ml of 5N H2SO4 are added. Extraction of the aqueous phase with ether and evaporation of the solvent yield 3.5 g of crude product. Purification by silica gel column chromatography (n-hexane: ethyl acetate: HCOOH 7:3:0.1) yields the title compound, m.p... Reactants: CCO, Cc1nc(Cc2ccccc2[N+](=O)[O-])n[nH]1. Yields the product Cc1nc(Cc2ccccc2N)n[nH]1. RXN SMILES: [CH3:17][CH2:18][OH:19].[CH3:1][c:2]1[n:3][c:4]([CH2:7][c:8]2[c:9]([N+:14]([O-:15])=[O:16])[cH:10][cH:11][cH:12][cH:13]2)[n:5][nH:6]1>>[CH3:1][c:2]1[n:3][c:4]([CH2:7][c:8]2[c:9]([NH2:14])[cH:10][cH:11][cH:12][cH:13]2)[n:5][nH:6]1. As a reaction SMILES: [C:27](=[O:28])([O-:29])[O-:30].[CH:1]1([n:4]2[cH:5][c:6]([C:17](=[O:18])[OH:19])[c:7](=[O:16])[c:8]3[cH:9][c:10]([F:15])[c:11]([F:14])[cH:12][c:13]23)[CH2:2][CH2:3]1.[Cl:21][CH2:22][CH2:23][N:24]([CH3:25])[CH3:26].[ClH:20].[Cs+:31].[Cs+:32]>>[CH:1]1([n:4]2[cH:5][c:6]([C:17](=[O:18])[O:19][CH2:22][CH2:23][N:24]([CH3:25])[CH3:26])[c:7](=[O:16])[c:8]3[cH:9][c:10]([F:15])[c:11]([F:14])[cH:12][c:13]23)[CH2:2][CH2:3]1. The reactants are O=C([O-])[O-], O=C(O)c1cn(C2CC2)c2cc(F)c(F)cc2c1=O, CN(C)CCCl, Cl, [Cs+], [Cs+]. The product is CN(C)CCOC(=O)c1cn(C2CC2)c2cc(F)c(F)cc2c1=O. Reactants: FC(F)(Br)Br, CC(=O)c1cn(-c2c(Cl)cc(C(F)(F)F)cc2Cl)nc1C#N, ClCCl, c1ccc(P(c2ccccc2)c2ccccc2)cc1. The product is CC(=C(F)F)c1cn(-c2c(Cl)cc(C(F)(F)F)cc2Cl)nc1C#N. Reaction SMILES: [Br:42][C:43]([F:44])([F:45])[Br:46].[C:1]([CH3:2])(=[O:3])[c:4]1[c:5]([C:21]#[N:22])[n:6][n:7](-[c:9]2[c:10]([Cl:20])[cH:11][c:12]([C:16]([F:17])([F:18])[F:19])[cH:13][c:14]2[Cl:15])[cH:8]1.[Cl:47][CH2:48][Cl:49].[c:23]1([P:24]([c:25]2[cH:26][cH:27][cH:28][cH:29][cH:30]2)[c:31]2[cH:32][cH:33][cH:34][cH:35][cH:36]2)[cH:37][cH:38][cH:39][cH:40][cH:41]1>>[C:1]([CH3:2])([c:4]1[c:5]([C:21]#[N:22])[n:6][n:7](-[c:9]2[c:10]([Cl:20])[cH:11][c:12]([C:16]([F:17])([F:18])[F:19])[cH:13][c:14]2[Cl:15])[cH:8]1)=[C:43]([F:44])[F:45]. The reactants are CCC(=O)Cl, CC(C)=O, Cl, O=C(O)C(F)(F)F, C[N+](C)(C)CC(O)CC(=O)[O-]. The product is C[N+](C)(C)CC(O)CC(=O)[O-]. As a reaction SMILES: [C:13]([Cl:14])(=[O:15])[CH2:16][CH3:17].[CH3:18][C:19](=[O:20])[CH3:21].[ClH:1].[OH:22][C:23]([C:24]([F:25])([F:26])[F:27])=[O:28].[OH:2][CH:3]([CH2:4][N+:5]([CH3:6])([CH3:7])[CH3:8])[CH2:9][C:10]([O-:11])=[O:12]>>[OH:2][CH:3]([CH2:4][N+:5]([CH3:6])([CH3:7])[CH3:8])[CH2:9][C:10](=[O:11])[O-:12]. The reactants are product, COC1=C(C(=O)Cl)C=CC=C1 (2-methoxybenzoyl chloride), CC(C)C1=C(C(=CC=C1)C(C)C)NC(CNC(C1=CC=CC=C1)C1=CC=CC=C1)=O (N-[2,6-bis(1-Methylethyl)phenyl]-2-[(diphenylmethyl)amino]acetamide), COC1=C(C(=O)Cl)C=C(C=C1)OC (2,5-dimethoxybenzoyl chloride). The product is C(C)C1=C(C(=CC=C1)CC)NC(CN(C(C1=CC=CC=C1)=O)C(C1=CC=CC=C1)C1=CC=CC=C1)=O (N-[2-[(2,6-Diethylphenyl)amino]-2-oxoethyl]-N-(diphenylmethyl)benzamide). As a reaction SMILES: [CH3:1][CH:2]([C:4]1[CH:9]=[CH:8][CH:7]=[C:6]([CH:10](C)[CH3:11])[C:5]=1[NH:13][C:14](=[O:30])[CH2:15][NH:16][CH:17]([C:24]1[CH:29]=[CH:28][CH:27]=[CH:26][CH:25]=1)[C:18]1[CH:23]=[CH:22][CH:21]=[CH:20][CH:19]=1)C.CO[C:33]1[CH:41]=[CH:40][C:39](OC)=[CH:38][C:34]=1[C:35](Cl)=[O:36].COC1C=CC=CC=1C(Cl)=O>>[CH2:10]([C:6]1[CH:7]=[CH:8][CH:9]=[C:4]([CH2:2][CH3:1])[C:5]=1[NH:13][C:14](=[O:30])[CH2:15][N:16]([CH:17]([C:18]1[CH:23]=[CH:22][CH:21]=[CH:20][CH:19]=1)[C:24]1[CH:25]=[CH:26][CH:27]=[CH:28][CH:29]=1)[C:35](=[O:36])[C:34]1[CH:33]=[CH:41][CH:40]=[CH:39][CH:38]=1)[CH3:11]. Reported procedure: When in the procedure of Example 94 an appropriate amount of the product of Example 75 was substituted for the product of Example 4 and an appropriate amount of 2,5-dimethoxybenzoyl chloride was substituted for 2-methoxybenzoyl chloride and the general procedure of Example 94 was followed the title compound was obtained. Total yield, 0.35 g (51%). RXN SMILES: Cl[CH2:2][C:3]1[N:4]=[C:5]([C:9]2[CH:14]=[CH:13][CH:12]=[CH:11][CH:10]=2)[O:6][C:7]=1[CH3:8].[OH:15][C:16]1[CH:38]=[CH:37][C:19]([CH2:20][N:21]2[CH:25]=[C:24]([C:26]([O:28]CC)=[O:27])[C:23]([C:31]3[CH:36]=[CH:35][CH:34]=[CH:33][CH:32]=3)=[N:22]2)=[CH:18][CH:17]=1.C(=O)([O-])[O-].[K+].[K+].CN(C)C=O>O>[CH3:8][C:7]1[O:6][C:5]([C:9]2[CH:14]=[CH:13][CH:12]=[CH:11][CH:10]=2)=[N:4][C:3]=1[CH2:2][O:15][C:16]1[CH:17]=[CH:18][C:19]([CH2:20][N:21]2[CH:25]=[C:24]([C:26]([OH:28])=[O:27])[C:23]([C:31]3[CH:36]=[CH:35][CH:34]=[CH:33][CH:32]=3)=[N:22]2)=[CH:37][CH:38]=1 |f:2.3.4|. Isolated yield 74.5%. The product is CC1=C(N=C(O1)C1=CC=CC=C1)COC1=CC=C(CN2N=C(C(=C2)C(=O)O)C2=CC=CC=C2)C=C1 (1-[4-(5-methyl-2 phenyl-4-oxazolylmethoxy)benzyl]-3-phenyl-1H-pyrazol-4-carboxylic acid). Reported procedure: A mixture of 4-chloromethyl-5-methyl-2-phenyloxazole (2.42 g), ethyl 1-(4-hydroxybenzyl)-3-phenyl-1H-pyrazol-4-carboxylate (3.40 g), potassium carbonate (2.51 g) and N,N-dimethylformamide (50 ml) was stirred overnight at 80° C. The reaction mixture was poured into water, which was extracted with ethyl acetate. The ethyl acetate layer was washed with saturated aqueous sodium chloride solution, dried (MgSO4), then concentrated. A mixture of the residue, potassium hydroxide (1.78 g) and ethanol (50... Reactants: ClCC=1N=C(OC1C)C1=CC=CC=C1 (4-chloromethyl-5-methyl-2-phenyloxazole), OC1=CC=C(CN2N=C(C(=C2)C(=O)OCC)C2=CC=CC=C2)C=C1 (ethyl 1-(4-hydroxybenzyl)-3-phenyl-1H-pyrazol-4-carboxylate), C([O-])([O-])=O.[K+].[K+] (potassium carbonate), CN(C=O)C (N,N-dimethylformamide). Solvent: O (water). Conditions: temperature 80 celsius, time 8 hour.